From a dataset of the Open Reaction Database (ORD), a public repository of structured organic reaction records. describe an organic reaction: reactants, conditions, products, and yield Starting materials: C(=O)([O-])[O-].[K+].[K+] (K2CO3), F[B-](F)(F)F.C(C)[O+](CC)CC (triethyloxonium tetrafluoroborate), solution, CC1(C(C(N1)=S)(C)C)C (tetramethylazetidinethione). Solvent: C(Cl)Cl (CH2Cl2), C(Cl)Cl (CH2Cl2). Run at time 1 hour. Yields the product C(C)SC1=NC(C1(C)C)(C)C (2-ethylthio-3,3,4,4-tetramethyl-1-azetine). RXN SMILES: F[B-](F)(F)F.[CH2:6]([O+](CC)CC)[CH3:7].[CH3:13][C:14]1([CH3:21])[NH:17][C:16](=[S:18])[C:15]1([CH3:20])[CH3:19].C([O-])([O-])=O.[K+].[K+]>C(Cl)Cl>[CH2:6]([S:18][C:16]1[C:15]([CH3:20])([CH3:19])[C:14]([CH3:21])([CH3:13])[N:17]=1)[CH3:7] |f:0.1,3.4.5|. Procedure details: To a solution of 10.5 ml of triethyloxonium tetrafluoroborate as a 1M solution in CH2Cl2, a solution of 1 g (7 mmol) of tetramethylazetidinethione in 3 ml of dry CH2Cl2 was added under an inert atmosphere. The mixture was stirred at room temperature for 1 hour and then at reflux for 1 hour. After cooling, it was added dropwise to 10 ml of a 50% K2CO3 solution at -10° C. After filtration, the organic phase was separated out and immediately dried over MgSO4. Filtration was followed by removal of t... The solvent is C(Cl)(Cl)Cl (chloroform), C(C)(=O)OCC (ethyl acetate). Reaction conditions: temperature 0 celsius, time 2 hour. The reactants are C(O)([O-])=O.[Na+] (sodium hydrogen carbonate), C(C1=CC=CC=C1)OC=1C=CC=C2C(=C(N(C(C12)=O)C1=CC=C(C=C1)NC(=O)OC(C)(C)C)C(=O)OC)C1=CC(=C(C(=C1)OC)OC)OC (8-benzyloxy-2-[4-(tert-butoxycarbonylamino)phenyl]-3-methoxycarbonyl-4-(3,4,5-trimethoxyphenyl)-1(2H)-isoquinolinone), solution, Cl (hydrogen chloride). Yields the product NC1=CC=C(C=C1)N1C(C2=C(C=CC=C2C(=C1C(=O)OC)C1=CC(=C(C(=C1)OC)OC)OC)OCC1=CC=CC=C1)=O (2-(4-aminophenyl)-8-benzyloxy-3-methoxycarbonyl-4-(3,4,5-trimethoxyphenyl)-1(2H)-isoquinolinone). Isolated yield 44.4%. As a reaction SMILES: [CH2:1]([O:8][C:9]1[CH:10]=[CH:11][CH:12]=[C:13]2[C:18]=1[C:17](=[O:19])[N:16]([C:20]1[CH:25]=[CH:24][C:23]([NH:26]C(OC(C)(C)C)=O)=[CH:22][CH:21]=1)[C:15]([C:34]([O:36][CH3:37])=[O:35])=[C:14]2[C:38]1[CH:43]=[C:42]([O:44][CH3:45])[C:41]([O:46][CH3:47])=[C:40]([O:48][CH3:49])[CH:39]=1)[C:2]1[CH:7]=[CH:6][CH:5]=[CH:4][CH:3]=1.Cl.C(=O)([O-])O.[Na+]>C(Cl)(Cl)Cl.C(OCC)(=O)C>[NH2:26][C:23]1[CH:22]=[CH:21][C:20]([N:16]2[C:15]([C:34]([O:36][CH3:37])=[O:35])=[C:14]([C:38]3[CH:43]=[C:42]([O:44][CH3:45])[C:41]([O:46][CH3:47])=[C:40]([O:48][CH3:49])[CH:39]=3)[C:13]3[C:18](=[C:9]([O:8][CH2:1][C:2]4[CH:3]=[CH:4][CH:5]=[CH:6][CH:7]=4)[CH:10]=[CH:11][CH:12]=3)[C:17]2=[O:19])=[CH:25][CH:24]=1 |f:2.3|. Procedure: A solution of the compound obtained in Example 335 (53 mg) in chloroform (4 ml) is cooled to 0° C., and thereto is added a 4M solution of hydrogen chloride in ethyl acetate (2 ml). The mixture is stirred at 0° C. for two hours, and thereto is added a saturated aqueous sodium hydrogen carbonate solution, and the mixture is extracted with ethyl acetate. The extract is washed, dried, and concentrated under reduced pressure. The residue is purified by silica gel column chromatography (solvent; hexan... The reactants are OC1=C(C=O)C=CC(=C1)O (2,4-Dihydroxybenzaldehyde), P(O)(O)(O)=O (phosphoric acid). Reagents/catalysts: [Pd] (Palladium on carbon). Run in CC(C)O (2-propanol). Reaction conditions: time 3 hour. Product: CC1=C(C=C(O)C=C1)O (4-Methylresorcinol). Isolated yield 98.1%. RXN SMILES: [OH:1][C:2]1[CH:9]=[C:8]([OH:10])[CH:7]=[CH:6][C:3]=1[CH:4]=O.P(=O)(O)(O)O>CC(O)C.[Pd]>[CH3:4][C:3]1[CH:6]=[CH:7][C:8]([OH:10])=[CH:9][C:2]=1[OH:1]. Procedure details: 2,4-Dihydroxybenzaldehyde (33.97 gm, 0.246 mol) (recrystallized from toluene) was dissolved in spectroscopic grade 2-propanol (3 L) in a round bottom flask fitted with a gas inlet and a bubbler outlet. 10% Palladium on carbon (1.35 gm) was added followed by phosphoric acid (3 mL) and the mixture was sparged with nitrogen. The nitrogen flow was switched to hydrogen and the mixture was rapidly stirred with ice cooling. After 3 hours hydrogen uptake was complete and the catalyst was removed by filt...